From a dataset of the Open Reaction Database (ORD), a public repository of structured organic reaction records. describe an organic reaction: reactants, conditions, products, and yield Reported procedure: Prepared from the compound obtained in (b) by reacting with 1 equivalent of piperidine in MeOH (5 hours, 40° C.) Solvent: CO (MeOH). Reactants: C(C)(=O)N1C(C(C2=CC=CC=C12)=C(C1=CC=C(C=C1)Br)Cl)=O (1-acetyl-3-[1-chloro-1-(4-bromo-phenyl)methylidene]-2-indolinone), N1CCCCC1 (piperidine). RXN SMILES: C([N:4]1[C:12]2[C:7](=[CH:8][CH:9]=[CH:10][CH:11]=2)[C:6](=[C:13]([Cl:21])[C:14]2[CH:19]=[CH:18][C:17]([Br:20])=[CH:16][CH:15]=2)[C:5]1=[O:22])(=O)C.N1CCCCC1>CO>[Cl:21][C:13](=[C:6]1[C:7]2[C:12](=[CH:11][CH:10]=[CH:9][CH:8]=2)[NH:4][C:5]1=[O:22])[C:14]1[CH:15]=[CH:16][C:17]([Br:20])=[CH:18][CH:19]=1. Yields the product ClC(C1=CC=C(C=C1)Br)=C1C(NC2=CC=CC=C12)=O (3-[Chloro-1-(4-bromo-phenyl)methylidene]-2-indolinone). Reaction SMILES: [Br-:21].[Cl:22][c:23]1[cH:24][cH:25][c:26]([B:27]([OH:28])[OH:29])[cH:30][cH:31]1.[c:1]1(-[c:7]2[nH:8][c:9]3[cH:10][cH:11][cH:12][c:13]4[c:14]3[c:15]2[CH2:16][CH2:17][NH:18][C:19]4=[O:20])[cH:2][cH:3][cH:4][cH:5][cH:6]1>>[c:1]1(-[c:7]2[nH:8][c:9]3[cH:10][cH:11][cH:12][c:13]4[c:14]3[c:15]2[CH2:16][CH2:17][NH:18][C:19]4=[O:20])[cH:2][cH:3][c:4]([Cl:22])[cH:5][cH:6]1. Product: O=C1NCCc2c(-c3ccc(Cl)cc3)[nH]c3cccc1c23. Reactants: [Br-], OB(O)c1ccc(Cl)cc1, O=C1NCCc2c(-c3ccccc3)[nH]c3cccc1c23. Starting materials: S1C(=CC=C1)C(=O)Cl (Thiophene-2-carbonyl chloride), C(C)(C)(C)OC(CN1C(=NC2=C1C=CC(=C2)NCC2=CC=CC=C2)CCC)=O ((5-benzylamino-2-propyl-benzoimidazol-1-yl)-acetic acid tert-butyl ester), CCN(C(C)C)C(C)C (DIEA). Reagents/catalysts: CN(C)C=1C=CN=CC1 (DMAP). Run in C(Cl)Cl (CH2Cl2), Cl (HCl). Reaction conditions: time 8 hour. Product: C(C)(C)(C)OC(CN1C(=NC2=C1C=CC(=C2)N(C(=O)C=2SC=CC2)CC2=CC=CC=C2)CCC)=O ({5-[Benzyl-(thiophene-2-carbonyl)-amino]-2-propyl-benzoimidazol-1-yl}-acetic acid tert-butyl ester). As a reaction SMILES: [S:1]1[CH:5]=[CH:4][CH:3]=[C:2]1[C:6](Cl)=[O:7].[C:9]([O:13][C:14](=[O:36])[CH2:15][N:16]1[C:20]2[CH:21]=[CH:22][C:23]([NH:25][CH2:26][C:27]3[CH:32]=[CH:31][CH:30]=[CH:29][CH:28]=3)=[CH:24][C:19]=2[N:18]=[C:17]1[CH2:33][CH2:34][CH3:35])([CH3:12])([CH3:11])[CH3:10].CCN(C(C)C)C(C)C>CN(C1C=CN=CC=1)C.C(Cl)Cl.Cl>[C:9]([O:13][C:14](=[O:36])[CH2:15][N:16]1[C:20]2[CH:21]=[CH:22][C:23]([N:25]([CH2:26][C:27]3[CH:28]=[CH:29][CH:30]=[CH:31][CH:32]=3)[C:6]([C:2]3[S:1][CH:5]=[CH:4][CH:3]=3)=[O:7])=[CH:24][C:19]=2[N:18]=[C:17]1[CH2:33][CH2:34][CH3:35])([CH3:12])([CH3:11])[CH3:10]. Procedure: Thiophene-2-carbonyl chloride (38 μL, 0.36 mmol) was added to a solution of (5-benzylamino-2-propyl-benzoimidazol-1-yl)-acetic acid tert-butyl ester (45 mg, 0.12 mmol), DIEA (41 μL, 0.24 mmol) and DMAP (15 mg, 0.12 mmol) in CH2Cl2 (1 mL), and stirred overnight at room temperature. The reaction solution was diluted with aqueous HCl (1.0 M) and filtered through an Extrelut column. The Extrelut column was washed with CH2Cl2, and the filtrate was concentrated to afford the subtitle compound that was... Starting materials: [Li+].[BH4-] (LiBH4), COC(=O)C(C(=O)OC)CCCCCCOC1=CC=C(C=C1)[N+](=O)[O-] (methyl 2-(methoxycarbonyl)-8-(4-nitrophenoxy)octanoate), CO (MeOH). Solvent: C1CCOC1 (THF). Conditions: time 30 minute. Yields the product NC1=CC=C(OCCCCCCC(CO)CO)C=C1 (2-[6-(4-aminophenoxy)hexyl]propane-1,3-diol). Yield: 66.0%. RXN SMILES: C[O:2][C:3]([CH:5]([CH2:10][CH2:11][CH2:12][CH2:13][CH2:14][CH2:15][O:16][C:17]1[CH:22]=[CH:21][C:20]([N+:23]([O-])=O)=[CH:19][CH:18]=1)[C:6](OC)=[O:7])=O.[Li+].[BH4-].CO>C1COCC1>[NH2:23][C:20]1[CH:19]=[CH:18][C:17]([O:16][CH2:15][CH2:14][CH2:13][CH2:12][CH2:11][CH2:10][CH:5]([CH2:3][OH:2])[CH2:6][OH:7])=[CH:22][CH:21]=1 |f:1.2|. Procedure details: Compound 17 (1.19 g, 3.4 mmol) was dissolved in dry THF (50 mL). LiBH4 (0.44 g, 20.2 mmol) was added and the mixture was refluxed overnight. The mixture was allowed to cool to r.t. and MeOH (10 mL) was added. The reaction mixture was stirred for 30 min at r.t. The mixture was evaporated to dryness. Saturated aqueous NaHCO3 was added and the mixture was refluxed for one hour. The mixture was allowed to cool to r.t. and then filtered. The precipitate was washed with water and purified on silica ge... The reactants are NC1=C(C=NN1C(CCCC1=CC=CC=C1)C(C)O)C(=O)N (5-amino-1-[1-(1-hydroxy-ethyl)-4-phenyl-butyl]-1H-pyrazole-4-carboxamide), FC1=CC=C(C=C1)CC(=O)Cl (4-fluorophenylacetyl chloride). The product is FC1=CC=C(CC=2NC(C3=C(N2)N(N=C3)C(CCCC3=CC=CC=C3)C(C)O)=O)C=C1 (6-(4-Fluoro-benzyl)-1-[1-(1-hydroxy-ethyl)-4-phenyl-butyl]-1,5-dihydro-pyrazolo-[3,4-d]pyrimidin-4-one). Reaction SMILES: [NH2:1][C:2]1[N:6]([CH:7]([CH:17]([OH:19])[CH3:18])[CH2:8][CH2:9][CH2:10][C:11]2[CH:16]=[CH:15][CH:14]=[CH:13][CH:12]=2)[N:5]=[CH:4][C:3]=1[C:20]([NH2:22])=[O:21].[F:23][C:24]1[CH:29]=[CH:28][C:27]([CH2:30][C:31](Cl)=O)=[CH:26][CH:25]=1>>[F:23][C:24]1[CH:29]=[CH:28][C:27]([CH2:30][C:31]2[NH:22][C:20](=[O:21])[C:3]3[CH:4]=[N:5][N:6]([CH:7]([CH:17]([OH:19])[CH3:18])[CH2:8][CH2:9][CH2:10][C:11]4[CH:12]=[CH:13][CH:14]=[CH:15][CH:16]=4)[C:2]=3[N:1]=2)=[CH:26][CH:25]=1. Reported procedure: Starting from 400 mg (1.32 mmol) of 5-amino-1-[1-(1-hydroxy-ethyl)-4-phenyl-butyl]-1H-pyrazole-4-carboxamide and 570 mg (3.31 mmol) of 4-fluorophenylacetyl chloride, the title compounds are prepared analogously to the protocol of Example 13. This gives 143 mg (27%) of the diastereomer which elutes more rapidly, M.p. 103° C., and 111 mg (21%) of the diastereomer which elutes more slowly, M.p.: 107° C. The reactants are CCCC(Br)CCC(NC(C)=O)C(=O)O, [Na+], [OH-], O. Yields the product CCCC(Br)CCC(N)C(=O)O. Reaction SMILES: [C:1](=[O:2])([CH3:3])[NH:4][CH:5]([C:6](=[O:7])[OH:8])[CH2:9][CH2:10][CH:11]([CH2:12][CH2:13][CH3:14])[Br:15].[Na+:17].[OH-:16].[OH2:18]>>[NH2:4][CH:5]([C:6](=[O:7])[OH:8])[CH2:9][CH2:10][CH:11]([CH2:12][CH2:13][CH3:14])[Br:15]. The reactants are [OH-].[K+] (potassium hydroxide), material, C(C1=CC=CC=C1)(=O)C1=CNC=C1 (3-benzoylpyrrole), NOS(=O)(=O)O (Hydroxylamine-O-sulfonic acid). The solvent is CN(C=O)C (dimethylformamide), O (water). Yields the product NN1C=C(C=C1)C(=O)C1=CC=CC=C1 ((1-Amino-1H-pyrrol-3-yl)phenylmethanone). As a reaction SMILES: [C:1]([C:9]1[CH:13]=[CH:12][NH:11][CH:10]=1)(=[O:8])[C:2]1[CH:7]=[CH:6][CH:5]=[CH:4][CH:3]=1.[OH-].[K+].[NH2:16]OS(O)(=O)=O>CN(C)C=O.O>[NH2:16][N:11]1[CH:12]=[CH:13][C:9]([C:1]([C:2]2[CH:3]=[CH:4][CH:5]=[CH:6][CH:7]=2)=[O:8])=[CH:10]1 |f:1.2|. Reported procedure: To a solution of 3-benzoylpyrrole (4.92 g) in 50 ml of dry dimethylformamide was added milled potassium hydroxide (8.06 g). Hydroxylamine-O-sulfonic acid (4.23 g) was added to the suspension in 4 portions over a period of 1 hour with stirring at room temperature. After the addition was completed the reaction mixture was stirred for 30 minutes at room temperature, and subsequently diluted with 50 ml of water and extracted with DCM. The combined organic layers were washed with water, dried over ma... Reactants: N[C@@H]1[C@@H](CN(CC1)C(=O)OC(C)(C)C)OC (tert-butyl cis(±)-4-amino-3-methoxypiperidine-1-carboxylate), CCN=C=NCCCN(C)C.Cl (WSC hydrochloride), C=1C=CC2=C(C1)N=NN2O (HOBT), N[C@@H]1[C@@H](CN(CC1)C(=O)OC(C)(C)C)OC (tert-Butyl cis(±)-4-amino-3-methoxypiperidine-1-carboxylate), CC1=C(N=C(N1)C(=O)O)C(F)(F)F (5-Methyl-4-(trifluoromethyl)-1H-imidazole-2-carboxylic acid). Yields the product CC1=C(N=C(N1)C(=O)N[C@@H]1[C@@H](CN(CC1)C(=O)OC(C)(C)C)OC)C(F)(F)F (tert-Butyl cis(±)-4-{[(5-methyl-4-trifluoromethyl-1H-imidazol-2-yl)carbonyl]amino}-3-methoxypiperidine-1-carboxylate). Reaction SMILES: [NH2:1][C@H:2]1[CH2:7][CH2:6][N:5]([C:8]([O:10][C:11]([CH3:14])([CH3:13])[CH3:12])=[O:9])[CH2:4][C@H:3]1[O:15][CH3:16].[CH3:17][C:18]1[NH:22][C:21]([C:23](O)=[O:24])=[N:20][C:19]=1[C:26]([F:29])([F:28])[F:27].CCN=C=NCCCN(C)C.Cl.C1C=CC2N(O)N=NC=2C=1>>[CH3:17][C:18]1[NH:22][C:21]([C:23]([NH:1][C@H:2]2[CH2:7][CH2:6][N:5]([C:8]([O:10][C:11]([CH3:12])([CH3:13])[CH3:14])=[O:9])[CH2:4][C@H:3]2[O:15][CH3:16])=[O:24])=[N:20][C:19]=1[C:26]([F:29])([F:27])[F:28] |f:2.3|. Procedure details: The same operation as in Example (1g) was performed using tert-butyl cis(±)-4-amino-3-methoxypiperidine-1-carboxylate obtained by the method described in Example (1e) (0.22 g, 0.96 mmol), 5-methyl-4-(trifluoromethyl)-1H-imidazole-2-carboxylic acid obtained in Example (36d) (0.10 g, 0.51 mmol), WSC hydrochloride (0.30 g, 1.57 mmol) and HOBT (70 mg, 0.52 mmol), to obtain 0.17 g of the title compound as a white foamy substance (83%). Starting materials: C(C)C=1C=C(C(=C(C1)O)F)C(C=1N(C=C(N1)C1=CC=CC=C1)C(C1=CC=CC=C1)(C1=CC=CC=C1)C1=CC=CC=C1)O (5-ethyl-2-fluoro-3-(hydroxy(4-phenyl-1-trityl-1H-imidazol-2-yl)methyl)phenol), C(=O)([O-])[O-].[K+].[K+] (K2CO3), ICC (iodoethane). Run in CN(C)C=O (DMF), CCOC(=O)C (EtOAc). Reaction conditions: time 19 hour. Product: C(C)OC=1C(=C(C=C(C1)CC)C(O)C=1N(C=C(N1)C1=CC=CC=C1)C(C1=CC=CC=C1)(C1=CC=CC=C1)C1=CC=CC=C1)F ((3-ethoxy-5-ethyl-2-fluorophenyl)(4-phenyl-1-trityl-1H-imidazol-2-yl)methanol). Isolated yield 100.1%. RXN SMILES: [CH2:1]([C:3]1[CH:4]=[C:5]([CH:11]([OH:42])[C:12]2[N:13]([C:23]([C:36]3[CH:41]=[CH:40][CH:39]=[CH:38][CH:37]=3)([C:30]3[CH:35]=[CH:34][CH:33]=[CH:32][CH:31]=3)[C:24]3[CH:29]=[CH:28][CH:27]=[CH:26][CH:25]=3)[CH:14]=[C:15]([C:17]3[CH:22]=[CH:21][CH:20]=[CH:19][CH:18]=3)[N:16]=2)[C:6]([F:10])=[C:7]([OH:9])[CH:8]=1)[CH3:2].C([O-])([O-])=O.[K+].[K+].I[CH2:50][CH3:51]>CN(C=O)C.CCOC(C)=O>[CH2:50]([O:9][C:7]1[C:6]([F:10])=[C:5]([CH:11]([C:12]2[N:13]([C:23]([C:36]3[CH:37]=[CH:38][CH:39]=[CH:40][CH:41]=3)([C:30]3[CH:31]=[CH:32][CH:33]=[CH:34][CH:35]=3)[C:24]3[CH:29]=[CH:28][CH:27]=[CH:26][CH:25]=3)[CH:14]=[C:15]([C:17]3[CH:22]=[CH:21][CH:20]=[CH:19][CH:18]=3)[N:16]=2)[OH:42])[CH:4]=[C:3]([CH2:1][CH3:2])[CH:8]=1)[CH3:51] |f:1.2.3|. Reported procedure: To a solution of Intermediate 448.2 (1.00 g, 1.80 mmol) in 10 mL DMF at rt, were added K2CO3 (229 mg, 2.16 mmol) and iodoethane (432 μL, 5.4 mmol). The mixture was stirred at rt for 19 h, then diluted with EtOAc. The organic phase was washed with H2O (2×), sat. Na2SO3 and brine, dried (Na2SO4), filtered through 1″ SiO2 and concentrated to afford 1.05 g of Intermediate 448.3 as a colorless solid. LCMS (2 min gradient) RT=1.92 min, 583.3 (M+H)+.